Task: describe an organic reaction: reactants, conditions, products, and yield. Dataset: the Open Reaction Database (ORD), a public repository of structured organic reaction records The reactants are BrC=1C(=C(C(=O)OCC2=CC=CC=C2)C(=CC1)NS(=O)(=O)C1=NC=CC=C1)C (benzyl 3-bromo-2-methyl-6-[(2-pyridinylsulfonyl)amino]benzoate), C(=C)B(OCCCC)OCCCC (dibutyl vinylboronate), [F-].[Cs+] (CsF). Reagents/catalysts: C=1C=CC(=CC1)[P](C=2C=CC=CC2)(C=3C=CC=CC3)[Pd]([P](C=4C=CC=CC4)(C=5C=CC=CC5)C=6C=CC=CC6)([P](C=7C=CC=CC7)(C=8C=CC=CC8)C=9C=CC=CC9)[P](C=1C=CC=CC1)(C=1C=CC=CC1)C=1C=CC=CC1 (Pd(PPh3)4). The solvent is COCCOC (DME), CO (methanol), [Cl-].[Na+].O (brine). Conditions: temperature 80 celsius, time 36 hour. The product is CC1=C(C(=O)OCC2=CC=CC=C2)C(=CC=C1C=C)NS(=O)(=O)C1=NC=CC=C1 (benzyl 2-methyl-6-[(2-pyridinylsulfonyl)amino]-3-vinylbenzoate). Isolated yield 46.5%. As a reaction SMILES: Br[C:2]1[C:3]([CH3:28])=[C:4]([C:15]([NH:18][S:19]([C:22]2[CH:27]=[CH:26][CH:25]=[CH:24][N:23]=2)(=[O:21])=[O:20])=[CH:16][CH:17]=1)[C:5]([O:7][CH2:8][C:9]1[CH:14]=[CH:13][CH:12]=[CH:11][CH:10]=1)=[O:6].[CH:29](B(OCCCC)OCCCC)=[CH2:30].[F-].[Cs+]>COCCOC.CO.[Cl-].[Na+].O.C1C=CC([P]([Pd]([P](C2C=CC=CC=2)(C2C=CC=CC=2)C2C=CC=CC=2)([P](C2C=CC=CC=2)(C2C=CC=CC=2)C2C=CC=CC=2)[P](C2C=CC=CC=2)(C2C=CC=CC=2)C2C=CC=CC=2)(C2C=CC=CC=2)C2C=CC=CC=2)=CC=1>[CH3:28][C:3]1[C:2]([CH:29]=[CH2:30])=[CH:17][CH:16]=[C:15]([NH:18][S:19]([C:22]2[CH:27]=[CH:26][CH:25]=[CH:24][N:23]=2)(=[O:21])=[O:20])[C:4]=1[C:5]([O:7][CH2:8][C:9]1[CH:14]=[CH:13][CH:12]=[CH:11][CH:10]=1)=[O:6] |f:2.3,6.7.8,^1:58,60,79,98|. Procedure details: A solution of Example 110A (1.38 g, 3.0 mmol), dibutyl vinylboronate (0.83 g, 4.5 mmol), CsF (1.36 g, 9.0 mmol), and Pd(PPh3)4 (0.17 g, 0.15 mmol) in DME (12 mL) and methanol (6 mL) was purged with argon and stirred at 80° C. for 36 hours. The mixture was treated with brine (30 mL) and extracted with ethyl acetate. The ethyl acetate solution was dried (MgSO4), filtered and concentrated. The residue was purified by flash column chromatography on a silica gel with 30% ethyl acetate/hexanes to prov... The reactants are COC=1C=C2CCNC(C2=CC1)CC1=CC=C(C=C1)OCC1=CC=CC=C1 (6-methoxy-1-[4-(phenylmethoxy)benzyl]-1,2,3,4-tetrahydroisoquinoline), C1(CCCCC1)=O (cyclohexanone). The product is C1(CCCCC1)N1C(C2=CC=C(C=C2CC1)OC)CC1=CC=C(C=C1)OCC1=CC=CC=C1 (2-Cyclohexyl-6-methoxy-1-[4-(phenylmethoxy)benzyl]-1,2,3,4-tetrahydroisoquinoline). Yield: 52.8%. As a reaction SMILES: [CH3:1][O:2][C:3]1[CH:4]=[C:5]2[C:10](=[CH:11][CH:12]=1)[CH:9]([CH2:13][C:14]1[CH:19]=[CH:18][C:17]([O:20][CH2:21][C:22]3[CH:27]=[CH:26][CH:25]=[CH:24][CH:23]=3)=[CH:16][CH:15]=1)[NH:8][CH2:7][CH2:6]2.[C:28]1(=O)[CH2:33][CH2:32][CH2:31][CH2:30][CH2:29]1>>[CH:28]1([N:8]2[CH2:7][CH2:6][C:5]3[C:10](=[CH:11][CH:12]=[C:3]([O:2][CH3:1])[CH:4]=3)[CH:9]2[CH2:13][C:14]2[CH:19]=[CH:18][C:17]([O:20][CH2:21][C:22]3[CH:27]=[CH:26][CH:25]=[CH:24][CH:23]=3)=[CH:16][CH:15]=2)[CH2:33][CH2:32][CH2:31][CH2:30][CH2:29]1. Procedure details: The title compound was prepared as described in Example 14. C, using 6-methoxy-1-[4-(phenylmethoxy)benzyl]-1,2,3,4-tetrahydroisoquinoline (0.5 g, 1.39 mmol) and cyclohexanone (0.588 g. 6.0 mmol) to provide the title compound (0.324 g, 53% yield): ES-MS (m/z) 442 [M+H]+. Starting materials: CC1=CCC(CC1)C(=O)Cl (4-Methyl-cyclohex-3-enecarbonyl chloride), COC(=O)C=1SC(=CC1NC(C)C)C1=CC=C(C=C1)F (5-(4-Fluoro-phenyl)-3-isopropylamino-thiophene-2-carboxylic acid methyl ester). Solvent: ClCCCl (1,2-dichloroethane). Conditions: time 16 hour. Yields the product CC1=CCC(CC1)C(=O)Cl (4-Methyl-cyclohex-3-enecarbonyl chloride), COC(=O)C=1SC(=CC1N(C(=O)C1CC=C(CC1)C)C(C)C)C1=CC=C(C=C1)F (5-(4-Fluoro-phenyl)-3-[isopropyl-(4-methyl-cyclohex-3-enecarbonyl)-amino]-thiophene-2-carboxylic acid methyl ester). Isolated yield 87.5%. RXN SMILES: [CH3:1][C:2]1[CH2:7][CH2:6][CH:5]([C:8]([Cl:10])=[O:9])[CH2:4][CH:3]=1.[CH3:11][O:12][C:13]([C:15]1[S:16][C:17]([C:24]2[CH:29]=[CH:28][C:27]([F:30])=[CH:26][CH:25]=2)=[CH:18][C:19]=1[NH:20][CH:21]([CH3:23])[CH3:22])=[O:14]>ClCCCl>[CH3:1][C:2]1[CH2:7][CH2:6][CH:5]([C:8]([Cl:10])=[O:9])[CH2:4][CH:3]=1.[CH3:11][O:12][C:13]([C:15]1[S:16][C:17]([C:24]2[CH:25]=[CH:26][C:27]([F:30])=[CH:28][CH:29]=2)=[CH:18][C:19]=1[N:20]([CH:21]([CH3:23])[CH3:22])[C:8]([CH:5]1[CH2:6][CH2:7][C:2]([CH3:1])=[CH:3][CH2:4]1)=[O:9])=[O:14]. Procedure details: 4-Methyl-cyclohex-3-enecarbonyl chloride was prepared according to the procedure reported in Journal of Organic Chemistry (1986) 51(23), PP4485-8. This 4-Methyl-cyclohex-3-enecarbonyl chloride (0.121 g, 0.77 mmol) was dissolved along with 5-(4-Fluoro-phenyl)-3-isopropylamino-thiophene-2-carboxylic acid methyl ester (0.150 g, 0.51 mmol) in anhydrous 1,2-dichloroethane (2 mL). The reaction mixture was stirred for 16 h at reflux. Then, the solvents were removed and the residue was purified by flash...